Dataset: the Open Reaction Database (ORD), a public repository of structured organic reaction records. Task: describe an organic reaction: reactants, conditions, products, and yield RXN SMILES: [CH3:1][C:2]1[C:3]([N:9]2[CH2:14][CH2:13][N:12]([C:15]([C:17]3[CH:22]=[CH:21][C:20](I)=[CH:19][CH:18]=3)=[O:16])[CH2:11][CH2:10]2)=[N:4][CH:5]=[C:6]([CH3:8])[CH:7]=1.[CH:24]([C@@H:27]1[CH2:31][O:30][C:29](=[O:32])[NH:28]1)([CH3:26])[CH3:25]>>[CH3:1][C:2]1[C:3]([N:9]2[CH2:14][CH2:13][N:12]([C:15]([C:17]3[CH:22]=[CH:21][C:20]([N:28]4[C@H:27]([CH:24]([CH3:26])[CH3:25])[CH2:31][O:30][C:29]4=[O:32])=[CH:19][CH:18]=3)=[O:16])[CH2:11][CH2:10]2)=[N:4][CH:5]=[C:6]([CH3:8])[CH:7]=1. Reported procedure: By reaction and treatment in the same manner as in Example 1 and using [4-(3,5-dimethylpyridin-2-yl)piperazin-1-yl](4-iodophenyl)methanone (567 mg) described in Preparation Example 77 and (R)-4-isopropyloxazolidin-2-one (192 mg), the title compound (210 mg) was obtained. Isolated yield 36.9%. Reactants: CC=1C(=NC=C(C1)C)N1CCN(CC1)C(=O)C1=CC=C(C=C1)I ([4-(3,5-dimethylpyridin-2-yl)piperazin-1-yl](4-iodophenyl)methanone), C(C)(C)[C@H]1NC(OC1)=O ((R)-4-isopropyloxazolidin-2-one). The product is CC=1C(=NC=C(C1)C)N1CCN(CC1)C(=O)C1=CC=C(C=C1)N1C(OC[C@H]1C(C)C)=O ((R)-3-{4-[4-(3,5-dimethylpyridin-2-yl)piperazine-1-carbonyl]phenyl}-4-isopropyloxazolidin-2-one). Starting materials: N=1C=NN2N=C(C=CC21)OCCO (2-([1,2,4]triazolo[1,5-b]pyridazin-6-yloxy)ethanol), O1CCCC1 (tetrahydrofuran), C1(=CC=CC=C1)C(N1CCNCC1)C1=CC=CC=C1 (1-(diphenylmethyl)piperazine), C(C)N(C(C)C)C(C)C (N-ethyldiisopropylamine), N,N′-carbonyldiimidazole. Conditions: time 3 hour. Yields the product C1(=CC=CC=C1)C(N1CCN(CC1)C(=O)OCCOC=1C=CC=2N(N1)N=CN2)C2=CC=CC=C2 (6-[2-[4-(Diphenylmethyl)-1-piperazinyl-carbonyloxy]ethoxy][1,2,4]triazolo[1,5-b]pyridazine). RXN SMILES: [N:1]1[CH:2]=[N:3][N:4]2[C:9]=1[CH:8]=[CH:7][C:6]([O:10][CH2:11][CH2:12][OH:13])=[N:5]2.[C:14]1([CH:20]([C:27]2[CH:32]=[CH:31][CH:30]=[CH:29][CH:28]=2)[N:21]2[CH2:26][CH2:25][NH:24][CH2:23][CH2:22]2)[CH:19]=[CH:18][CH:17]=[CH:16][CH:15]=1.C(N(C(C)C)C(C)C)C.[O:42]1CCC[CH2:43]1>>[C:27]1([CH:20]([C:14]2[CH:15]=[CH:16][CH:17]=[CH:18][CH:19]=2)[N:21]2[CH2:22][CH2:23][N:24]([C:43]([O:13][CH2:12][CH2:11][O:10][C:6]3[CH:7]=[CH:8][C:9]4[N:4]([N:3]=[CH:2][N:1]=4)[N:5]=3)=[O:42])[CH2:25][CH2:26]2)[CH:32]=[CH:31][CH:30]=[CH:29][CH:28]=1. Procedure: 2-([1,2,4]triazolo[1,5-b]pyridazin-6-yloxy)ethanol (450 mg) was dissolved in tetrahydrofuran (20 ml), followed by addition of N,N′-carbonyldiimidazole (649 mg). The mixture was stirred at room temperature for 3 hours, followed by addition of 1-(diphenylmethyl)piperazine (1.07 g) and N-ethyldiisopropylamine (0.73 ml). The mixture was stirred at 60° C. for 17 hours and concentrated under reduced pressure. Ice-water was added to the residue, followed by extraction with ethyl acetate. The extract wa... Starting materials: NC1=NOC(=C1)C (3-amino-5-methyl-isoxazole), Cl.C(C1=CC=CC=C1)(SCCC)=N (propyl thiobenzimidate hydrochloride). Run in C(C)#N (acetonitrile). Conditions: time 8 hour. Yields the product CC1=CC(=NO1)NC(C1=CC=CC=C1)=N (N-(5-methyl-isoxazol-3-yl)-benzamidine). Yield: 55.7%. RXN SMILES: [NH2:1][C:2]1[CH:6]=[C:5]([CH3:7])[O:4][N:3]=1.Cl.[C:9](=[NH:20])(SCCC)[C:10]1[CH:15]=[CH:14][CH:13]=[CH:12][CH:11]=1>C(#N)C>[CH3:7][C:5]1[O:4][N:3]=[C:2]([NH:1][C:9](=[NH:20])[C:10]2[CH:15]=[CH:14][CH:13]=[CH:12][CH:11]=2)[CH:6]=1 |f:1.2|. Procedure: In a 1 liter flask provided with a condenser, a thermometer and a stirring device are added 250 ml acetonitrile, 24.5 g 3-amino-5-methyl-isoxazole. This gives a solution to which are added 54 g propyl thiobenzimidate hydrochloride, and the resulting suspension is then refluxed. Dissolution is found to occur. Refluxing is maintained 2 hours. The material crystallizes and is left aside overnight, after which it is filtered, suction filtered and dried. Crystallization from isopropanol and reconvers... The reactants are C1CCNCC1, CCO, COc1cccc(C(O)COc2ccc(C=O)cc2)c1, O=C1CSC(=O)N1. Yields the product COc1cccc(C(O)COc2ccc(C=C3SC(=O)NC3=O)cc2)c1. As a reaction SMILES: [CH2:28]1[CH2:29][CH2:30][NH:31][CH2:32][CH2:33]1.[CH3:34][CH2:35][OH:36].[OH:1][CH:2]([CH2:3][O:4][c:5]1[cH:6][cH:7][c:8]([CH:9]=[O:10])[cH:11][cH:12]1)[c:13]1[cH:14][c:15]([O:19][CH3:20])[cH:16][cH:17][cH:18]1.[S:21]1[C:22](=[O:27])[NH:23][C:24](=[O:26])[CH2:25]1>>[OH:1][CH:2]([CH2:3][O:4][c:5]1[cH:6][cH:7][c:8]([CH:9]=[C:25]2[S:21][C:22](=[O:27])[NH:23][C:24]2=[O:26])[cH:11][cH:12]1)[c:13]1[cH:14][c:15]([O:19][CH3:20])[cH:16][cH:17][cH:18]1. Reactants: C(O)([O-])=O.[Na+] (sodium hydrogen carbonate), NC1=C(C(=O)OC(C)(C)C)C=CC(=C1)C1=CC=CC=C1 (tert-butyl 2-amino-4-phenylbenzoate), C(C(=O)Cl)(=O)Cl (oxalyl chloride), C(C)(=O)OC1=C(C(=O)O)C=CC=C1 (2-acetoxybenzoic acid). The solvent is C(C)N(CC)CC (triethylamine), C(Cl)Cl (methylene chloride), CN(C=O)C (N,N-dimethylformamide), C(Cl)Cl (methylene chloride). Run at time 1 hour. Product: C(C)(=O)OC1=C(C(=O)NC2=C(C(=O)OC(C)(C)C)C=CC(=C2)C2=CC=CC=C2)C=CC=C1 (tert-butyl 2-(2-acetoxybenzamido)-4-phenylbenzoate). As a reaction SMILES: C(Cl)(=O)C(Cl)=O.[C:7]([O:10][C:11]1[CH:19]=[CH:18][CH:17]=[CH:16][C:12]=1[C:13]([OH:15])=O)(=[O:9])[CH3:8].[NH2:20][C:21]1[CH:33]=[C:32]([C:34]2[CH:39]=[CH:38][CH:37]=[CH:36][CH:35]=2)[CH:31]=[CH:30][C:22]=1[C:23]([O:25][C:26]([CH3:29])([CH3:28])[CH3:27])=[O:24].C(=O)([O-])O.[Na+]>C(N(CC)CC)C.C(Cl)Cl.CN(C)C=O>[C:7]([O:10][C:11]1[CH:19]=[CH:18][CH:17]=[CH:16][C:12]=1[C:13]([NH:20][C:21]1[CH:33]=[C:32]([C:34]2[CH:35]=[CH:36][CH:37]=[CH:38][CH:39]=2)[CH:31]=[CH:30][C:22]=1[C:23]([O:25][C:26]([CH3:29])([CH3:28])[CH3:27])=[O:24])=[O:15])(=[O:9])[CH3:8] |f:3.4|. Reported procedure: 2.0 mL of methylene chloride, 3.9 μL of N,N-dimethylformamide and 0.094 mL of oxalyl chloride were added to 180 mg of 2-acetoxybenzoic acid at room temperature sequentially and stirred at the same temperature for 1 hour. The reaction mixture was added to a mixed solution of 81 mg of tert-butyl 2-amino-4-phenylbenzoate, 3.0 mL of methylene chloride and 0.67 mL triethylamine, and stirred at room temperature for 1 hour. A saturated sodium hydrogen carbonate aqueous solution was added to the reactio... Reactants: C(C(=C)C)(=O)Cl (Methacryloyl chloride), OC1=CC=C(C(=O)O)C=C1 (p-hydroxy benzoic acid), [OH-].[Na+] (NaOH). Yields the product C(C(=C)C)(=O)OC1=C(C(=O)[O-])C=CC=C1.[Na+] (sodium methacryloyl-oxy-benzoate). Isolated yield 50.0%. As a reaction SMILES: [C:1](Cl)(=[O:5])[C:2]([CH3:4])=[CH2:3].O[C:8]1[CH:16]=[CH:15][C:11]([C:12]([OH:14])=[O:13])=[CH:10][CH:9]=1.[OH-:17].[Na+:18]>>[C:1]([O:5][C:10]1[CH:9]=[CH:8][CH:16]=[CH:15][C:11]=1[C:12]([O-:14])=[O:13])(=[O:17])[C:2]([CH3:4])=[CH2:3].[Na+:18] |f:2.3,4.5|. Reported procedure: Methacryloyl chloride was reacted with p-hydroxy benzoic acid that had been neutralised with NaOH solution to give sodium methacryloyl-oxy-benzoate in about 50% yield. Treatment with hydrochloric acid gave methacryloyl-oxy-benzoic acid which was purified by re-crystallisation from glacial acetic acid, ethanol and acetone respectively. The acid was polymerised at 90° C. in dimethyl formamide solution in a sealed degassed ampoule using benzoyl peroxide as initiator. This gave PMBA which was separa...